Dataset: the Open Reaction Database (ORD), a public repository of structured organic reaction records. Task: describe an organic reaction: reactants, conditions, products, and yield Reactants: Cl (hydrochloric acid), [Cl-].[Al+3].[Cl-].[Cl-] (aluminium chloride), ClC1=C(C=CC=C1)C1=CC=CC=C1 (2-chlorobiphenyl), ClCC(=O)Cl (chloroacetyl chloride). Solvent: C(Cl)Cl (methylene chloride). Conditions: time 18 hour. Product: ClC1=C(C=CC=C1)C1=CC=C(C(CCl)=O)C=C1 (4(2-chlorophenyl)phenacyl chloride). Yield: 90.3%. As a reaction SMILES: [Cl-].[Al+3].[Cl-].[Cl-].[Cl:5][C:6]1[CH:11]=[CH:10][CH:9]=[CH:8][C:7]=1[C:12]1[CH:17]=[CH:16][CH:15]=[CH:14][CH:13]=1.[Cl:18][CH2:19][C:20](Cl)=[O:21].Cl>C(Cl)Cl>[Cl:5][C:6]1[CH:11]=[CH:10][CH:9]=[CH:8][C:7]=1[C:12]1[CH:13]=[CH:14][C:15]([C:20](=[O:21])[CH2:19][Cl:18])=[CH:16][CH:17]=1 |f:0.1.2.3|. Reported procedure: 293.7 g (2.2 mols) of aluminium chloride are introduced in portions to a solution of 377 g (2 mols) of 2-chlorobiphenyl in 160 ml (2 mols) of chloroacetyl chloride and 1,000 ml of methylene chloride. After 18 hours, the reaction mixture is poured onto ice and hydrochloric acid. The organic phase is seperated off, washed, dried over sodium sulphate and concentrated in vacuo by distilling off the solvent. The oil which remains is purified by distillation. 478.7 g (90% of theory) of 4(2-chloropheny... Reactants: [H-].[Na+] (Sodium hydride), C1(=CC=CC=C1)C(CO)CO (2-phenyl-1,3-propanediol), [Si](C)(C)(C(C)(C)C)Cl (tert-butyldimethylsilyl chloride). The solvent is C1CCOC1 (THF). Run at time 45 minute. Product: C1(=CC=CC=C1)C(CO)CO[Si](C)(C)C(C)(C)C (2-Phenyl-3-(tert-butyldimethylsilyloxy)-1-propanol). As a reaction SMILES: [H-].[Na+].[C:3]1([CH:9]([CH2:12][OH:13])[CH2:10][OH:11])[CH:8]=[CH:7][CH:6]=[CH:5][CH:4]=1.[Si:14](Cl)([C:17]([CH3:20])([CH3:19])[CH3:18])([CH3:16])[CH3:15]>C1COCC1>[C:3]1([CH:9]([CH2:10][O:11][Si:14]([C:17]([CH3:20])([CH3:19])[CH3:18])([CH3:16])[CH3:15])[CH2:12][OH:13])[CH:8]=[CH:7][CH:6]=[CH:5][CH:4]=1 |f:0.1|. Procedure details: Sodium hydride (60% dispersion in mineral oil, 525 mg, 13 mmol) was added to a round bottom flask and washed with 3×5 mL of dry hexane. Dry THF (25 mL) was then added, followed by 2-phenyl-1,3-propanediol (2.0 g, 13 mmol). Another 25 mL of dry THF was added to facilitate stirring of the resulting thick suspension. After 45 min., tert-butyldimethylsilyl chloride was added in one portion. After stirring for 2 h, the mixture was partitioned between 100 mL of ethyl ether and 60 mL of 10% aqueous pot... Starting materials: Cc1cnc(N2CCN(C(=O)c3ccc(Br)c(F)c3)CC2)c(C)c1, CCC1COC(=O)N1. The product is CCC1COC(=O)N1c1ccc(C(=O)N2CCN(c3ncc(C)cc3C)CC2)cc1F. Reaction SMILES: [Br:1][c:2]1[c:3]([F:24])[cH:4][c:5]([C:8](=[O:9])[N:10]2[CH2:11][CH2:12][N:13]([c:16]3[n:17][cH:18][c:19]([CH3:23])[cH:20][c:21]3[CH3:22])[CH2:14][CH2:15]2)[cH:6][cH:7]1.[CH2:25]([CH3:26])[CH:27]1[NH:28][C:29](=[O:32])[O:30][CH2:31]1>>[c:2]1([N:28]2[CH:27]([CH2:25][CH3:26])[CH2:31][O:30][C:29]2=[O:32])[c:3]([F:24])[cH:4][c:5]([C:8](=[O:9])[N:10]2[CH2:11][CH2:12][N:13]([c:16]3[n:17][cH:18][c:19]([CH3:23])[cH:20][c:21]3[CH3:22])[CH2:14][CH2:15]2)[cH:6][cH:7]1. Starting materials: CC(CO[Si](C)(C)C(C)(C)C)Oc1cc(Oc2ccc(S(C)(=O)=O)cc2)cc(C(=O)Nc2nccs2)c1, CCCC[N+](CCCC)(CCCC)CCCC, C1CCOC1, CCOCC, Cl, [F-]. Reaction SMILES: [C:19]([Si:20]([CH3:21])([CH3:22])[O:24][CH2:25][CH:26]([O:27][c:28]1[cH:29][c:30]([C:31](=[O:32])[NH:33][c:34]2[s:35][cH:36][cH:37][n:38]2)[cH:39][c:40]([O:42][c:43]2[cH:44][cH:45][c:46]([S:49](=[O:50])(=[O:51])[CH3:52])[cH:47][cH:48]2)[cH:41]1)[CH3:53])([CH3:23])([CH3:54])[CH3:55].[CH2:2]([N+:3]([CH2:4][CH2:5][CH2:6][CH3:7])([CH2:8][CH2:9][CH2:10][CH3:11])[CH2:12][CH2:13][CH2:14][CH3:15])[CH2:16][CH2:17][CH3:18].[CH2:56]1[O:57][CH2:58][CH2:59][CH2:60]1.[CH3:61][CH2:62][O:63][CH2:64][CH3:65].[ClH:66].[F-:1]>>[OH:24][CH2:25][CH:26]([O:27][c:28]1[cH:29][c:30]([C:31](=[O:32])[NH:33][c:34]2[s:35][cH:36][cH:37][n:38]2)[cH:39][c:40]([O:42][c:43]2[cH:44][cH:45][c:46]([S:49](=[O:50])(=[O:51])[CH3:52])[cH:47][cH:48]2)[cH:41]1)[CH3:53]. The product is CC(CO)Oc1cc(Oc2ccc(S(C)(=O)=O)cc2)cc(C(=O)Nc2nccs2)c1. The reactants are O=C([O-])[O-], C=CCBr, CS(C)=O, [K+], [K+], c1ccc2nc(N3CCNCC3)nc-2cc1. Product: C=CCN1CCN(c2nc3cccccc-3n2)CC1. As a reaction SMILES: [C:17](=[O:18])([O-:19])[O-:20].[CH2:23]([CH:24]=[CH2:25])[Br:26].[CH3:27][S:28](=[O:29])[CH3:30].[K+:21].[K+:22].[N:1]1([c:7]2[n:8][c:9]3[cH:16][cH:15][cH:14][cH:13][cH:12][c:10]-3[n:11]2)[CH2:2][CH2:3][NH:4][CH2:5][CH2:6]1>>[N:1]1([c:7]2[n:8][c:9]3[cH:16][cH:15][cH:14][cH:13][cH:12][c:10]-3[n:11]2)[CH2:2][CH2:3][N:4]([CH2:25][CH:24]=[CH2:23])[CH2:5][CH2:6]1. Reactants: CCOCCSC(SC(C)=O)=C(C(=O)OCc1ccc([N+](=O)[O-])cc1)N1C(=O)CC1SCC, ClCCl, O=C(OO)c1cccc(Cl)c1. Yields the product CCOCCSC(SC(C)=O)=C(C(=O)OCc1ccc([N+](=O)[O-])cc1)N1C(=O)CC1S(=O)CC. Reaction SMILES: [CH2:1]([CH3:2])[S:3][CH:4]1[CH2:5][C:6](=[O:33])[N:7]1[C:8]([C:9](=[O:10])[O:11][CH2:12][c:13]1[cH:14][cH:15][c:16]([N+:19](=[O:20])[O-:21])[cH:17][cH:18]1)=[C:22]([S:23][CH2:24][CH2:25][O:26][CH2:27][CH3:28])[S:29][C:30]([CH3:31])=[O:32].[CH2:45]([Cl:46])[Cl:47].[Cl:34][c:35]1[cH:36][cH:37][cH:38][c:39]([C:40]([O:41][OH:43])=[O:42])[cH:44]1>>[CH2:1]([CH3:2])[S:3]([CH:4]1[CH2:5][C:6](=[O:33])[N:7]1[C:8]([C:9](=[O:10])[O:11][CH2:12][c:13]1[cH:14][cH:15][c:16]([N+:19](=[O:20])[O-:21])[cH:17][cH:18]1)=[C:22]([S:23][CH2:24][CH2:25][O:26][CH2:27][CH3:28])[S:29][C:30]([CH3:31])=[O:32])=[O:42]. Reactants: C(C1=CC=CC=C1)(=O)C=1N(C=CC1)CCC(C(=O)OCC)C(=O)OCC (2-benzoyl-1-[3,3-di(ethoxycarbonyl)propyl]pyrrole), C(C)(=O)[O-].[Na+] (sodium acetate). Reagents/catalysts: O.O.C(C)(=O)[O-].[Mn+3].C(C)(=O)[O-].C(C)(=O)[O-] (manganese(III) acetate dihydrate). Procedure details: To a solution of 2-benzoyl-1-[3,3-di(ethoxycarbonyl)propyl]pyrrole (1.00 g, 2.80 mmol) and anhydrous sodium acetate (4.60 mg, 5.6 mmol) in acetic acid (20 mL) is added manganese(III) acetate dihydrate (2.25 g, 8.4 mmol) The mixture was stirred for two hours at 80° C. The reaction mixture was diluted with diethyl ether (100 mL), and filtered. The resulting solution was washed with water (2×25 mL), 10% sodium hydroxide (2×30 mL), and water (2×25 mL), dried (Na2SO4) and concentrated under reduced p... The yield is 80.4%. Run at temperature 80 celsius, time 2 hour. Run in C(C)OCC (diethyl ether), C(C)(=O)O (acetic acid). Reaction SMILES: [C:1]([C:9]1[N:10]([CH2:14][CH2:15][CH:16]([C:22]([O:24][CH2:25][CH3:26])=[O:23])[C:17]([O:19][CH2:20][CH3:21])=[O:18])[CH:11]=[CH:12][CH:13]=1)(=[O:8])[C:2]1[CH:7]=[CH:6][CH:5]=[CH:4][CH:3]=1.C([O-])(=O)C.[Na+]>C(O)(=O)C.C(OCC)C.O.O.C([O-])(=O)C.[Mn+3].C([O-])(=O)C.C([O-])(=O)C>[C:1]([C:9]1[N:10]2[C:11](=[CH:12][CH:13]=1)[C:16]([C:22]([O:24][CH2:25][CH3:26])=[O:23])([C:17]([O:19][CH2:20][CH3:21])=[O:18])[CH2:15][CH2:14]2)(=[O:8])[C:2]1[CH:3]=[CH:4][CH:5]=[CH:6][CH:7]=1 |f:1.2,5.6.7.8.9.10|. The product is C(C1=CC=CC=C1)(=O)C=1N2CCC(C2=CC1)(C(=O)OCC)C(=O)OCC (diethyl 5-benzoyl-2,3-dihydro-1H-pyrrolizine-1,1-dicarboxylate). The reactants are ClC1=NC2=CC=C(C3=C2N1C(CO3)C=3C=NC=CC3)C=3C(=NOC3C)C (2-chloro-7-(3,5-dimethylisoxazol-4-yl)-4-pyridin-3-yl-4,5-dihydroimidazo[1,5,4-de][1,4]benzoxazine), Cl.N1CC(C1)O (azetidin-3-ol hydrochloride). The solvent is CO (methanol). Product: CC1=NOC(=C1C1=CC=C2C=3N(C(COC31)C=3C=NC=CC3)C(=N2)N2CC(C2)O)C (1-[7-(3,5-Dimethylisoxazol-4-yl)-4-pyridin-3-yl-4,5-dihydroimidazo[1,5,4-de][1,4]benzoxazin-2-yl]azetidin-3-ol), mixture. The yield is 23.0%. Reaction SMILES: Cl[C:2]1[N:10]2[CH:11]([C:14]3[CH:15]=[N:16][CH:17]=[CH:18][CH:19]=3)[CH2:12][O:13][C:8]3=[C:9]2[C:4](=[CH:5][CH:6]=[C:7]3[C:20]2[C:21]([CH3:26])=[N:22][O:23][C:24]=2[CH3:25])[N:3]=1.Cl.[NH:28]1[CH2:31][CH:30]([OH:32])[CH2:29]1>CO>[CH3:26][C:21]1[C:20]([C:7]2[C:8]3[O:13][CH2:12][CH:11]([C:14]4[CH:15]=[N:16][CH:17]=[CH:18][CH:19]=4)[N:10]4[C:2]([N:28]5[CH2:31][CH:30]([OH:32])[CH2:29]5)=[N:3][C:4]([C:9]=34)=[CH:5][CH:6]=2)=[C:24]([CH3:25])[O:23][N:22]=1 |f:1.2|. Reported procedure: The title compound was prepared by methods analogous to Example 157, substituting 2-chloro-7-(3,5-dimethylisoxazol-4-yl)-4-pyridin-3-yl-4,5-dihydroimidazo[1,5,4-de][1,4]benzoxazine, azetidin-3-ol hydrochloride and extending the reaction time to 60 min. The mixture was diluted with methanol and purified by preparative LCMS using pH 10 buffer to give the title compound as a racemic mixture (16 mg, 23%). LCMS calc. for C22H22N5O3 (M+H)+: m/z=404.2. found: 404.2. The isomers were separated by prep c... The reactants are COC1=C(C=C(C(=O)C2CCN(CC2)[C@H]2C(NCC2)=O)C=C1)C ((R)-3-[4-(4-methoxy-3-methyl-benzoyl)-piperidin-1-yl]-pyrrolidin-2-one), ClCC=1NC(C2=C(N1)CCOC2)=O (2-chloromethyl-3,5,7,8-tetrahydro-pyrano[4,3-d]pyrimidin-4-one), [H-].[Na+] (sodium hydride). Solvent: CCOCC (ether), C1CCOC1 (THF). Reaction conditions: temperature 70 celsius. The product is COC1=C(C=C(C(=O)C2CCN(CC2)[C@@H]2C(N(CC2)CC=2NC(C3=C(N2)CCOC3)=O)=O)C=C1)C (2-{(S)-3-[4-(4-Methoxy-3-methyl-benzoyl)-piperidin-1-yl]-2-oxo-pyrrolidin-1-ylmethyl}-3,5,7,8-tetrahydro-pyrano[4,3-d]pyrimidin-4-one). The yield is 79.0%. RXN SMILES: [CH3:1][O:2][C:3]1[CH:22]=[CH:21][C:6]([C:7]([CH:9]2[CH2:14][CH2:13][N:12]([C@@H:15]3[CH2:19][CH2:18][NH:17][C:16]3=[O:20])[CH2:11][CH2:10]2)=[O:8])=[CH:5][C:4]=1[CH3:23].Cl[CH2:25][C:26]1[NH:27][C:28](=[O:36])[C:29]2[CH2:35][O:34][CH2:33][CH2:32][C:30]=2[N:31]=1.[H-].[Na+]>C1COCC1.CCOCC>[CH3:1][O:2][C:3]1[CH:22]=[CH:21][C:6]([C:7]([CH:9]2[CH2:14][CH2:13][N:12]([C@H:15]3[CH2:19][CH2:18][N:17]([CH2:25][C:26]4[NH:27][C:28](=[O:36])[C:29]5[CH2:35][O:34][CH2:33][CH2:32][C:30]=5[N:31]=4)[C:16]3=[O:20])[CH2:11][CH2:10]2)=[O:8])=[CH:5][C:4]=1[CH3:23] |f:2.3|. Procedure details: To a solution of (R)-3-[4-(4-methoxy-3-methyl-benzoyl)-piperidin-1-yl]-pyrrolidin-2-one (0.79 mmol, 250 mg) and 2-chloromethyl-3,5,7,8-tetrahydro-pyrano[4,3-d]pyrimidin-4-one (0.87 mmol, 174 mg) in THF (10 mL) was added sodium hydride (60%, 2.77 mmol, 111 mg) and heated to 70° C. for 1 hour. The reaction was allowed to cool to ambient temperature, diluted with 100 mL of ether, and the resulting solid in suspension was filtered and dried under vacuum provided the title compound as an off-white so...